Dataset: the Open Reaction Database (ORD), a public repository of structured organic reaction records. Task: describe an organic reaction: reactants, conditions, products, and yield The reactants are [H-].[Na+] (Sodium hydride), O=C1NC2(CN(C13CCCC3)C(=O)OC(C)(C)C)CCCCCC2 (tert-Butyl 16-oxo-6,15-diazadispiro[4.2.6.2]hexadecane-6-carboxylate), C(C#C)Br (propargyl bromide). Solvent: CN(C)C=O (DMF). Run at time 1 hour. The product is O=C1N(C2(CN(C13CCCC3)C(=O)OC(C)(C)C)CCCCCC2)CC#C (tert-Butyl 16-oxo-15-prop-2-yn-1-yl-6,15-diazadispiro[4.2.6.2]hexadecane-6-carboxylate). As a reaction SMILES: [H-].[Na+].[O:3]=[C:4]1[C:9]2([CH2:13][CH2:12][CH2:11][CH2:10]2)[N:8]([C:14]([O:16][C:17]([CH3:20])([CH3:19])[CH3:18])=[O:15])[CH2:7][C:6]2([CH2:26][CH2:25][CH2:24][CH2:23][CH2:22][CH2:21]2)[NH:5]1.[CH2:27](Br)[C:28]#[CH:29]>CN(C=O)C>[O:3]=[C:4]1[C:9]2([CH2:10][CH2:11][CH2:12][CH2:13]2)[N:8]([C:14]([O:16][C:17]([CH3:20])([CH3:18])[CH3:19])=[O:15])[CH2:7][C:6]2([CH2:21][CH2:22][CH2:23][CH2:24][CH2:25][CH2:26]2)[N:5]1[CH2:29][C:28]#[CH:27] |f:0.1|. Procedure details: Sodium hydride (23 mg, 0.575 mmol, 60% dispersion in mineral oil) was added to a stirred solution of tert-butyl 16-oxo-6,15-diazadispiro[4.2.6.2]hexadecane-6-carboxylate from Step A (92 mg, 0.273 mmol) in DMF (1 mL). When the gas evolution had ceased, propargyl bromide (70 mg, 0.471 mmol, 80 wt % in toluene) was added to the solution at ambient temperature. After 1 h, the reaction was quenched with water (30 mL) and extracted with EtOAc (30 mL). The organic layer was dried over Na2SO4, filtered ... Starting materials: COC(CCC=1N(C=NC1Cl)COCC[Si](C)(C)C)=O (3-[5-chloro-3-(2-trimethylsilanyl-ethoxymethyl)-3H-imidazol4-yl]-propionic acid methyl ester), [H-].C(C(C)C)[Al+]CC(C)C (diisobutylaluminum hydride). Run in C1(=CC=CC=C1)C (toluene). Reaction conditions: time 1 hour. Product: ClC1=C(N(C=N1)COCC[Si](C)(C)C)CCC=O (3-[5-Chloro-3-(2-trimethylsilanyl-ethoxymethyl)-3H-imidazol-4-yl]-propionaldehyde). Reaction SMILES: C[O:2][C:3](=O)[CH2:4][CH2:5][C:6]1[N:7]([CH2:12][O:13][CH2:14][CH2:15][Si:16]([CH3:19])([CH3:18])[CH3:17])[CH:8]=[N:9][C:10]=1[Cl:11].[H-].C([Al+]CC(C)C)C(C)C>C1(C)C=CC=CC=1>[Cl:11][C:10]1[N:9]=[CH:8][N:7]([CH2:12][O:13][CH2:14][CH2:15][Si:16]([CH3:17])([CH3:18])[CH3:19])[C:6]=1[CH2:5][CH2:4][CH:3]=[O:2] |f:1.2|. Procedure details: To a solution of 0.20 g of 3-[5-chloro-3-(2-trimethylsilanyl-ethoxymethyl)-3H-imidazol4-yl]-propionic acid methyl ester in 10 mL of toluene cooled to −75° C. under nitrogen was added 0.5 mL of 1.5 M diisobutylaluminum hydride. After 1 h at −75° C., the reaction was quenched with 0.2 mL of methanol, allowed to warm to room temperature over 30 min and partitioned between 1N sodium carbonate and ethyl acetate. The combined organic layers were dried over magnesium sulfate and concentrated under redu... Starting materials: NC=1C(=C(C=CC1C)O)C (3-amino-2,4-dimethylphenol), C(=O)([O-])[O-].[K+].[K+] (K2CO3), FC=1C=C(C=CC1)C=1C=C(C(=C(C(=O)O)C1)C)C (5-(3-fluorophenyl)-2,3-dimethyl-benzoic acid), C(=O)(C(=O)Cl)Cl ((COCl)2). Solvent: C1CCOC1 (THF), O (water), C(Cl)Cl (CH2Cl2), CN(C)C=O (DMF), C1CCOC1 (THF). Run at time 1.5 hour. The product is FC=1C=C(C=CC1)C=1C=C(C(=C(C(=O)NC2=C(C(=CC=C2C)O)C)C1)C)C (5-(3-Fluorophenyl)-N-(3-hydroxy-2,6-dimethyl-phenyl)-2,3-dimethyl-benzamide). Isolated yield 51.6%. Reaction SMILES: [F:1][C:2]1[CH:3]=[C:4]([C:8]2[CH:9]=[C:10]([CH3:18])[C:11]([CH3:17])=[C:12]([CH:16]=2)[C:13]([OH:15])=O)[CH:5]=[CH:6][CH:7]=1.C(Cl)(C(Cl)=O)=O.[NH2:25][C:26]1[C:27]([CH3:34])=[C:28]([OH:33])[CH:29]=[CH:30][C:31]=1[CH3:32].C([O-])([O-])=O.[K+].[K+]>C(Cl)Cl.C1COCC1.O.CN(C=O)C>[F:1][C:2]1[CH:3]=[C:4]([C:8]2[CH:9]=[C:10]([CH3:18])[C:11]([CH3:17])=[C:12]([CH:16]=2)[C:13]([NH:25][C:26]2[C:31]([CH3:32])=[CH:30][CH:29]=[C:28]([OH:33])[C:27]=2[CH3:34])=[O:15])[CH:5]=[CH:6][CH:7]=1 |f:3.4.5|. Reported procedure: To a solution of 5-(3-fluorophenyl)-2,3-dimethyl-benzoic acid (intermediate III(m)) (0.4 g, 1.6 mmol, 1.0 eq) in CH2Cl2 (15 mL) was added (COCl)2 (0.62 g, 4.9 mmol, 3.0 eq) and DMF (0.01 mL). The reaction mixture was stirred at room temperature for 1.5 h, then the solvent and excess reagent were removed under reduced pressure. The residue obtained was dissolved in THF (20 mL) and added dropwise to a mixture of 3-amino-2,4-dimethylphenol (intermediate X(c)) (260 mg, 1.9 mmol, 1.2 eq) and K2CO3 (0...